From a dataset of the Open Reaction Database (ORD), a public repository of structured organic reaction records. describe an organic reaction: reactants, conditions, products, and yield Reactants: CC(C)(C)OC(=O)N1CCC(Oc2cc(=O)[nH]cc2Cl)CC1, CS(=O)(=O)c1ccc(F)cc1F, [H-], [Na+], CN(C)C=O. The product is CC(C)(C)OC(=O)N1CCC(Oc2cc(=O)n(-c3ccc(S(C)(=O)=O)c(F)c3)cc2Cl)CC1. Reaction SMILES: [Cl:1][c:2]1[c:3]([O:9][CH:10]2[CH2:11][CH2:12][N:13]([C:16](=[O:17])[O:18][C:19]([CH3:20])([CH3:21])[CH3:22])[CH2:14][CH2:15]2)[cH:4][c:5](=[O:8])[nH:6][cH:7]1.[F:25][c:26]1[c:27]([S:33](=[O:34])(=[O:35])[CH3:36])[cH:28][cH:29][c:30]([F:32])[cH:31]1.[H-:23].[Na+:24].[O:37]=[CH:38][N:39]([CH3:40])[CH3:41]>>[Cl:1][c:2]1[c:3]([O:9][CH:10]2[CH2:11][CH2:12][N:13]([C:16](=[O:17])[O:18][C:19]([CH3:20])([CH3:21])[CH3:22])[CH2:14][CH2:15]2)[cH:4][c:5](=[O:8])[n:6](-[c:30]2[cH:29][cH:28][c:27]([S:33](=[O:34])(=[O:35])[CH3:36])[c:26]([F:25])[cH:31]2)[cH:7]1. Reactants: COc1ccc2[nH]c(SCc3ncc(C)c(OC)c3C)nc2c1, ClCCl, [NH4+], [OH-], O=C(OO)c1cccc(Cl)c1. Product: COc1ccc2[nH]c(S(=O)Cc3ncc(C)c(OC)c3C)nc2c1. Reaction SMILES: [CH3:1][O:2][c:3]1[cH:4][c:5]2[c:6]([nH:7][c:8]([S:10][CH2:11][c:12]3[n:13][cH:14][c:15]([CH3:21])[c:16]([O:19][CH3:20])[c:17]3[CH3:18])[n:9]2)[cH:22][cH:23]1.[Cl:37][CH2:38][Cl:39].[NH4+:35].[OH-:36].[OH:24][O:25][C:26]([c:27]1[cH:28][c:29]([Cl:30])[cH:31][cH:32][cH:33]1)=[O:34]>>[CH3:1][O:2][c:3]1[cH:4][c:5]2[c:6]([nH:7][c:8]([S:10]([CH2:11][c:12]3[n:13][cH:14][c:15]([CH3:21])[c:16]([O:19][CH3:20])[c:17]3[CH3:18])=[O:24])[n:9]2)[cH:22][cH:23]1. Reactants: [In] (indium), FC1=CC=C2CCC(C2=C1)NC1=NC(=CC=C1[N+](=O)[O-])NC=1NN=C(C1)C (N2-(6-fluoroindan-1-yl)-N6-(5-methyl-2H-pyrazol-3-yl)-3-nitropyridine-2,6-diamine), Cl (hydrochloric acid). Run in CO (methanol). Reaction conditions: time 1 hour. Yields the product Cl.Cl.FC1=CC=C2CCC(C2=C1)NC1=NC(=CC=C1N)NC=1NN=C(C1)C (N2-(6-fluoroindan-1-yl)-N6-(5-methyl-2H-pyrazol-3-yl)-pyridine-2,3,6-triamine dihydrochloride). As a reaction SMILES: [F:1][C:2]1[CH:10]=[C:9]2[C:5]([CH2:6][CH2:7][CH:8]2[NH:11][C:12]2[C:17]([N+:18]([O-])=O)=[CH:16][CH:15]=[C:14]([NH:21][C:22]3[NH:23][N:24]=[C:25]([CH3:27])[CH:26]=3)[N:13]=2)=[CH:4][CH:3]=1.[In].[ClH:29]>CO>[ClH:29].[ClH:29].[F:1][C:2]1[CH:10]=[C:9]2[C:5]([CH2:6][CH2:7][CH:8]2[NH:11][C:12]2[C:17]([NH2:18])=[CH:16][CH:15]=[C:14]([NH:21][C:22]3[NH:23][N:24]=[C:25]([CH3:27])[CH:26]=3)[N:13]=2)=[CH:4][CH:3]=1 |f:4.5.6|. Procedure details: Dissolve N2-(6-fluoroindan-1-yl)-N6-(5-methyl-2H-pyrazol-3-yl)-3-nitropyridine-2,6-diamine (0.571 g, 1.55 mmol) in methanol (10 mL). Add indium (0.890 g, 7.75 mmol) and hydrochloric acid (12N, 0.65 mL, 7.75 mmol). Stir the mixture under nitrogen for one hour. Filter the reaction mixture through Celite® 521 and wash the solids with methanol. Concentrate the filtrate in vacuo to afford crude N2-(6-fluoroindan-1-yl)-N6-(5-methyl-2H-pyrazol-3-yl)-pyridine-2,3,6-triamine dihydrochloride. Solvent: C(C)N(CC)CC (triethylamine). Conditions: time 48 hour. Procedure details: To a solution of 2-chloropiperazine (1.0 g in 5 mL dry toluene) was added 2,2-dimethoxyethylamine (1.1 g) followed by 1.2 mL triethylamine and the mixture heated to reflux on an oil bath. After 48 hours, the reaction mixture was applied to a flash chromatography column (silica gel) for purification (ethyl acetate:hexane, 7:3; then 100:0) to give the title compound (101 mg). The yield is 6.6%. Starting materials: ClC1NCCNC1 (2-chloropiperazine), COC(CN)OC (2,2-dimethoxyethylamine). As a reaction SMILES: Cl[CH:2]1[CH2:7][NH:6][CH2:5][CH2:4][NH:3]1.[CH3:8][O:9][CH:10]([O:13][CH3:14])[CH2:11][NH2:12]>C(N(CC)CC)C>[CH3:8][O:9][CH:10]([O:13][CH3:14])[CH2:11][NH:12][C:2]1[CH:7]=[N:6][CH:5]=[CH:4][N:3]=1. The product is COC(CNC1=NC=CN=C1)OC ((2,2-dimethoxyethyl)-pyrazin-2-yl-amine). Run in O1CCOCC1 (1,4-Dioxane), O1CCOCC1 (Dioxane), O1CCOCC1 (Dioxane). RXN SMILES: [NH:1]1[C:9]2[C:4](=[CH:5][CH:6]=[CH:7][C:8]=2[C:10]([NH:12][NH:13]C(OC(C)(C)C)=O)=[O:11])[CH:3]=[CH:2]1.Cl>O1CCOCC1>[NH:1]1[C:9]2[C:4](=[CH:5][CH:6]=[CH:7][C:8]=2[C:10]([NH:12][NH2:13])=[O:11])[CH:3]=[CH:2]1. Procedure details: To a solution of 1,1-dimethylethyl 2-(1H-indol-7-ylcarbonyl)hydrazinecarboxylate (I43) (0.202 g, 0.734 mmol) in 1,4-Dioxane (8 mL) was added 4M HCl in Dioxane (1.834 mL, 7.34 mmol) dropwise over 1 minutes. The solution was then allowed to stir at room temperature and under argon for 18 hours. Analysis by LCMS and TLC showed starting material to still be present, 4M HCl in Dioxane (5.50 mL, 22.01 mmol) was thus added and the solution was further stirred for 2 hours. TLC confirmed reaction complet... Product: N1C=CC2=CC=CC(=C12)C(=O)NN (1H-Indole-7-carbohydrazide). Reaction conditions: time 18 hour. Starting materials: N1C=CC2=CC=CC(=C12)C(=O)NNC(=O)OC(C)(C)C (1,1-dimethylethyl 2-(1H-indol-7-ylcarbonyl)hydrazinecarboxylate), Cl (HCl), Cl (HCl). Reactants: CC(C)(C)OC(=O)CBr, [H-], N#CCc1c[nH]c2cccc([N+](=O)[O-])c12, [Na+], CN(C)C=O. Yields the product CC(C)(C)OC(=O)Cn1cc(CC#N)c2c([N+](=O)[O-])cccc21. Reaction SMILES: [Br:18][CH2:19][C:20](=[O:21])[O:22][C:23]([CH3:24])([CH3:25])[CH3:26].[H-:1].[N+:3](=[O:4])([O-:5])[c:6]1[c:7]2[c:8]([CH2:15][C:16]#[N:17])[cH:9][nH:10][c:11]2[cH:12][cH:13][cH:14]1.[Na+:2].[O:27]=[CH:28][N:29]([CH3:30])[CH3:31]>>[N+:3](=[O:4])([O-:5])[c:6]1[c:7]2[c:8]([CH2:15][C:16]#[N:17])[cH:9][n:10]([CH2:19][C:20](=[O:21])[O:22][C:23]([CH3:24])([CH3:25])[CH3:26])[c:11]2[cH:12][cH:13][cH:14]1. The yield is 25.3%. Procedure: Lithium bis(trimethylsilyl)amide (1M in tetrahydrofuran, 9.9 mL, 9.9 mmol) was added dropwise over 2 minutes to a cooled (10° C.) solution of 3-iodo-4-methylbenzonitrile (preparation 51a, 2.00 g, 8.2 mmol) in tetrahydrofuran (10 mL). After 1.5 hours, the mixture was cooled to 0° C. and water (20 mL) was slowly added. The pH was adjusted to 1 with 3M aqueous hydrochloric acid and then the mixture was stirred for 30 minutes. The aqueous layer was extracted with diethyl ether and ethyl acetate and ... Reaction conditions: temperature 0 celsius, time 1.5 hour. Reactants: C[Si](C)(C)[N-][Si](C)(C)C.[Li+] (Lithium bis(trimethylsilyl)amide), IC=1C=C(C#N)C=CC1C (3-iodo-4-methylbenzonitrile), Cl (hydrochloric acid), O (water). As a reaction SMILES: C[Si]([N-:5][Si](C)(C)C)(C)C.[Li+].[I:11][C:12]1[CH:13]=[C:14]([CH:17]=[CH:18][C:19]=1[CH3:20])[C:15]#[N:16].O.Cl>O1CCCC1>[I:11][C:12]1[CH:13]=[C:14]([C:15](=[NH:5])[NH2:16])[CH:17]=[CH:18][C:19]=1[CH3:20] |f:0.1|. Yields the product IC=1C=C(C=CC1C)C(N)=N (3-Iodo-4-methylbenzenecarboximidamide). Solvent: O1CCCC1 (tetrahydrofuran). Starting materials: C1(CCCC1)C1(OC(CC(C1)=O)=O)CCC1=CC(=C(C=C1)C(C#N)(C)C)F (2-{4-[2-(2-cyclopentyl-4,6-dioxo-tetrahydro-pyran-2-yl)-ethyl]-2-fluoro-phenyl}-2-methyl-propionitrile), C(C)N1N=C(C(=C1C)C=O)C (1-ethyl-3,5-dimethyl-1H-pyrazole-4-carbaldehyde), ClC=1C=C(C=CC1OC(C)C)CCC1(CC(CC(O1)=O)=O)C1CCCC1 (6-[2-(3-chloro-4-isopropoxy-phenyl)-ethyl]-6-cyclopentyl-dihydro-pyran-2,4-dione), C(C)C1=NN2C(=NC(=CC2=O)C=O)S1 (2-ethyl-5-oxo-5H-[1,3,4]thiadiazolo[3,2-a]pyrimidine-7-carbaldehyde). Yields the product C1(CCCC1)C1(OC(C(=C(C1)O)CC=1N=C2N(C(C1)=O)N=C(S2)CC)=O)CCC2=CC(=C(C=C2)C(C#N)(C)C)F (2-[4-(2-{2-Cyclopentyl-5-[(2-ethyl-5-oxo-5H-[1,3,4]thiadiazolo[3,2-a]pyrimidin-7-yl)methyl]-4-hydroxy-6-oxo-3,6-dihydro-2H-pyran-2-yl}ethyl)-2-fluorophenyl]-2-methylpropanenitrile). Reaction SMILES: [CH:1]1([C:6]2([CH2:14][CH2:15][C:16]3[CH:21]=[CH:20][C:19]([C:22]([CH3:26])([CH3:25])[C:23]#[N:24])=[C:18]([F:27])[CH:17]=3)[CH2:11][C:10](=[O:12])[CH2:9][C:8](=[O:13])[O:7]2)[CH2:5][CH2:4][CH2:3][CH2:2]1.ClC1C=C(CCC2(C3CCCC3)OC(=O)CC(=O)C2)C=CC=1OC(C)C.[CH2:54]([C:56]1[S:67][C:59]2=[N:60][C:61]([CH:65]=O)=[CH:62][C:63](=[O:64])[N:58]2[N:57]=1)[CH3:55].C(N1C(C)=C(C=O)C(C)=N1)C>>[CH:1]1([C:6]2([CH2:14][CH2:15][C:16]3[CH:21]=[CH:20][C:19]([C:22]([CH3:25])([CH3:26])[C:23]#[N:24])=[C:18]([F:27])[CH:17]=3)[CH2:11][C:10]([OH:12])=[C:9]([CH2:65][C:61]3[N:60]=[C:59]4[S:67][C:56]([CH2:54][CH3:55])=[N:57][N:58]4[C:63](=[O:64])[CH:62]=3)[C:8](=[O:13])[O:7]2)[CH2:5][CH2:4][CH2:3][CH2:2]1. Procedure: The title compound was prepared on a 0.5-mmol scale analogously to example B(19): except using 2-{4-[2-(2-cyclopentyl-4,6-dioxo-tetrahydro-pyran-2-yl)-ethyl]-2-fluoro-phenyl}-2-methyl-propionitrile from step 3 of example A(84) in place of 6-[2-(3-chloro-4-isopropoxy-phenyl)-ethyl]-6-cyclopentyl-dihydro-pyran-2,4-dione and 2-ethyl-5-oxo-5H-[1,3,4]thiadiazolo[3,2-a]pyrimidine-7-carbaldehyde from step 2 below in place of 1-ethyl-3,5-dimethyl-1H-pyrazole-4-carbaldehyde. Yield: 10 mg (4%). 1H NMR (30... The reactants are CCOCC (Et2O), C(C)OC(=O)C1=C(SC(=C1C1=CC=C(C=C1)N)Cl)NC(CC#N)=O (2-(2-cyano-acetylamino)-4-(4-aminophenyl)-5-chloro-thiophene-3-carboxylic acid ethyl ester), C(=O)(O)[O-].[Na+] (NaHCO3), C(C=C)Br (allyl bromide). Solvent: O (H2O), CN(C)C=O (DMF). Conditions: time 18 hour. Yields the product C(C)OC(=O)C1=C(SC(=C1C1=CC=C(C=C1)N(CC=C)CC=C)Cl)NC(CC#N)=O (2-(2-Cyano-acetylamino)-4-(4-diallylaminophenyl)-5-chloro-thiophene-3-carboxylic acid ethyl ester). Reaction SMILES: [CH2:1]([O:3][C:4]([C:6]1[C:10]([C:11]2[CH:16]=[CH:15][C:14]([NH2:17])=[CH:13][CH:12]=2)=[C:9]([Cl:18])[S:8][C:7]=1[NH:19][C:20](=[O:24])[CH2:21][C:22]#[N:23])=[O:5])[CH3:2].[C:25]([O-])(O)=O.[Na+].[CH2:30](Br)[CH:31]=[CH2:32].CCO[CH2:37][CH3:38]>CN(C=O)C.O>[CH2:1]([O:3][C:4]([C:6]1[C:10]([C:11]2[CH:12]=[CH:13][C:14]([N:17]([CH2:25][CH:37]=[CH2:38])[CH2:30][CH:31]=[CH2:32])=[CH:15][CH:16]=2)=[C:9]([Cl:18])[S:8][C:7]=1[NH:19][C:20](=[O:24])[CH2:21][C:22]#[N:23])=[O:5])[CH3:2] |f:1.2|. Procedure: An ambient mixture of 2-(2-cyano-acetylamino)-4-(4-aminophenyl)-5-chloro-thiophene-3-carboxylic acid ethyl ester (365 mg, 1.00 mmol), NaHCO3 (210 mg, 2.50 mmol), and allyl bromide (0.173 mL, 2.00 mmol) in DMF (3.5 mL) was stirred for 18 h. The reaction was then diluted with H2O (5 mL) and Et2O (5 mL). The layers were separated, and the aqueous was extracted with additional Et2O (2×5 mL). The combined organic layers were dried with anhydrous Na2SO4, filtered, and concentrated under reduced pressu...